From a dataset of the Open Reaction Database (ORD), a public repository of structured organic reaction records. describe an organic reaction: reactants, conditions, products, and yield The reactants are 10.6, C1(=CC=CC=C1)C=CC(=O)Cl (3-phenyl-2-propenoyl chloride), 14.6, ClC1=CC=C(C=C1)C(C1=CC=C(C=C1)N)N1C=NC=C1 (4-[(4-chlorophenyl)(1H-imidazol-1-yl)methyl]benzenamine), N1=CC=CC=C1 (pyridine). Run in C1=CC=CC=C1 (benzene), C1=CC=CC=C1 (benzene). The product is 17.7, ClC1=CC=C(C=C1)C(C1=CC=C(C=C1)NC(C=CC1=CC=CC=C1)=O)N1C=NC=C1 (N-[4-[(4-chlorophenyl)(1H-imidazol-1-yl) methyl]phenyl]-3-phenyl-2-propenamide). The yield is 83.8%. As a reaction SMILES: [Cl:1][C:2]1[CH:7]=[CH:6][C:5]([CH:8]([N:16]2[CH:20]=[CH:19][N:18]=[CH:17]2)[C:9]2[CH:14]=[CH:13][C:12]([NH2:15])=[CH:11][CH:10]=2)=[CH:4][CH:3]=1.N1C=CC=CC=1.[C:27]1([CH:33]=[CH:34][C:35](Cl)=[O:36])[CH:32]=[CH:31][CH:30]=[CH:29][CH:28]=1>C1C=CC=CC=1>[Cl:1][C:2]1[CH:3]=[CH:4][C:5]([CH:8]([N:16]2[CH:20]=[CH:19][N:18]=[CH:17]2)[C:9]2[CH:10]=[CH:11][C:12]([NH:15][C:35](=[O:36])[CH:34]=[CH:33][C:27]3[CH:32]=[CH:31][CH:30]=[CH:29][CH:28]=3)=[CH:13][CH:14]=2)=[CH:6][CH:7]=1. Procedure details: To a stirred and cooled (0° C.) mixture of 14.6 parts of 4-[(4-chlorophenyl)(1H-imidazol-1-yl)methyl]benzenamine, 60.9 parts of benzene and 6.86 parts of pyridine was added a solution of 10.6 parts of 3-phenyl-2-propenoyl chloride in 17.4 parts of benzene under a nitrogen atmosphere. After stirring overnight at room temperature, the reaction mixture was basified and extracted with ethyl acetate. The extract was washed with water, dried, filtered and evaporated. The residue was crystallized from ...